This data is from the Open Reaction Database (ORD), a public repository of structured organic reaction records. The task is: describe an organic reaction: reactants, conditions, products, and yield Yields the product N1(CN=CC=C1)NCCN (N-(Pyrimidin-1-yl)ethylenediamine). Reported procedure: A solution of N-[2-[(pyrimidin-1-yl)amino]ethyl]acetamide (7.1 g, 0.039 mol) in 2.5N NaOH (47 mL, 0.118 mol) was heated under reflux for 22 hours. The mixture was cooled and the pH was adjusted to 8 with 2N HCl (38 mL). The mixture was concentrated, suspended in EtOH (100 mL) and filtered. The filtrate was concentrated to give an oily solid 4.7 g (87%). As a reaction SMILES: [N:1]1([NH:7][CH2:8][CH2:9][NH:10]C(=O)C)[CH:6]=[CH:5][CH:4]=[N:3][CH2:2]1.[OH-].[Na+].Cl>>[N:1]1([NH:7][CH2:8][CH2:9][NH2:10])[CH:6]=[CH:5][CH:4]=[N:3][CH2:2]1 |f:1.2|. The reactants are N1(CN=CC=C1)NCCNC(C)=O (N-[2-[(pyrimidin-1-yl)amino]ethyl]acetamide), [OH-].[Na+] (NaOH), Cl (HCl). Yield: 86.0%. Reactants: COc1ccc(Br)c([N+](=O)[O-])c1, COCCOC, CC1(C)CC=C(B2OC(C)(C)C(C)(C)O2)CC1, [K+], [K+], [K+], O=P([O-])([O-])[O-], c1ccc(P(c2ccccc2)(c2ccccc2)[Pd](P(c2ccccc2)(c2ccccc2)c2ccccc2)(P(c2ccccc2)(c2ccccc2)c2ccccc2)P(c2ccccc2)(c2ccccc2)c2ccccc2)cc1. The product is COc1ccc(C2=CCC(C)(C)CC2)c([N+](=O)[O-])c1. Reaction SMILES: [Br:1][c:2]1[c:3]([N+:10](=[O:11])[O-:12])[cH:4][c:5]([O:8][CH3:9])[cH:6][cH:7]1.[CH3:115][O:116][CH2:117][CH2:118][O:119][CH3:120].[CH3:13][C:14]1([CH3:29])[CH2:15][CH:16]=[C:17]([B:20]2[O:21][C:22]([CH3:23])([CH3:24])[C:25]([CH3:26])([CH3:27])[O:28]2)[CH2:18][CH2:19]1.[K+:35].[K+:36].[K+:37].[P:30]([O-:31])([O-:32])([O-:33])=[O:34].[cH:38]1[cH:39][cH:40][c:41]([P:42]([Pd:43]([P:44]([c:45]2[cH:46][cH:47][cH:48][cH:49][cH:50]2)([c:51]2[cH:52][cH:53][cH:54][cH:55][cH:56]2)[c:57]2[cH:58][cH:59][cH:60][cH:61][cH:62]2)([P:63]([c:64]2[cH:65][cH:66][cH:67][cH:68][cH:69]2)([c:70]2[cH:71][cH:72][cH:73][cH:74][cH:75]2)[c:76]2[cH:77][cH:78][cH:79][cH:80][cH:81]2)[P:82]([c:83]2[cH:84][cH:85][cH:86][cH:87][cH:88]2)([c:89]2[cH:90][cH:91][cH:92][cH:93][cH:94]2)[c:95]2[cH:96][cH:97][cH:98][cH:99][cH:100]2)([c:101]2[cH:102][cH:103][cH:104][cH:105][cH:106]2)[c:107]2[cH:108][cH:109][cH:110][cH:111][cH:112]2)[cH:113][cH:114]1>>[c:2]1([C:17]2=[CH:16][CH2:15][C:14]([CH3:13])([CH3:29])[CH2:19][CH2:18]2)[c:3]([N+:10](=[O:11])[O-:12])[cH:4][c:5]([O:8][CH3:9])[cH:6][cH:7]1. The reactants are BrC1=CC=C(C=C1)C1=CC2=C(C(=N1)N1CCN(CC1)CC)C=CS2 (6-(4-bromophenyl)-4-(4-ethylpiperazin-1-yl)thieno[3,2-c]pyridine), C(C#C)O (propargyl alcohol). The product is N1=CC=CC=C1.C(C)N1CCN(CC1)C1=NC(=CC2=C1C=CS2)C2=CC=C(C=C2)C#CCO (4-(4-ethylpiperazin-1-yl)-6-[4-(3-hydroxy-1-propynyl)phenyl]thieno[3,2-c]pyridine pyridine). As a reaction SMILES: Br[C:2]1[CH:7]=[CH:6][C:5]([C:8]2[N:13]=[C:12]([N:14]3[CH2:19][CH2:18][N:17]([CH2:20][CH3:21])[CH2:16][CH2:15]3)[C:11]3[CH:22]=[CH:23][S:24][C:10]=3[CH:9]=2)=[CH:4][CH:3]=1.[CH2:25]([OH:28])[C:26]#[CH:27]>>[N:13]1[CH:8]=[CH:9][CH:10]=[CH:11][CH:12]=1.[CH2:20]([N:17]1[CH2:18][CH2:19][N:14]([C:12]2[C:11]3[CH:22]=[CH:23][S:24][C:10]=3[CH:9]=[C:8]([C:5]3[CH:6]=[CH:7][C:2]([C:27]#[C:26][CH2:25][OH:28])=[CH:3][CH:4]=3)[N:13]=2)[CH2:15][CH2:16]1)[CH3:21] |f:2.3|. Reported procedure: In the same manner as in Example 281-3, 6-(4-bromophenyl)-4-(4-ethylpiperazin-1-yl)thieno[3,2-c]pyridine (1.27 g) and propargyl alcohol (0.92 ml) were reacted, and then recrystallized from chloroform/n-hexane, to give 0.41 g of the title compound as pale yellow needles. Starting materials: N[C@H](C(=O)NC=1C=C(C=CC1)NC(=O)C=1C(=NC(=NC1)NCCC1=CC=NC=C1)NCCC)C ((S)—N-(3-(2-aminopropanamido)phenyl)-4-(propylamino)-2-((2-(pyridin-4-yl)ethyl)amino)pyrimidine-5-carboxamide), Cl.CN(C/C=C/C(=O)O)C (4-dimethylaminocrotonic acid hydrochloride), Cl.C(C)N=C=NCCCN(C)C (1-ethyl-3-(3-dimethylaminopropyl)carbodiimide hydrochloride), C(O)([O-])=O.[Na+] (sodium hydrogencarbonate). The solvent is CN(C=O)C (N,N-dimethylformamide), C(C)N(CC)CC (triethylamine), C(C)(=O)OCC (ethyl acetate). Conditions: temperature 50 celsius, time 30 minute. Product: CN(C/C=C/C(=O)N[C@H](C(=O)NC=1C=C(C=CC1)NC(=O)C=1C(=NC(=NC1)NCCC1=CC=NC=C1)NCCC)C)C ((S,E)-N-(3-(2-(4-(dimethylamino)-2-butenamido)propanamido)phenyl)-4-(propylamino)-2-((2-(pyridin-4-yl)ethyl)amino)pyrimidine-5-carboxamide). Isolated yield 42.2%. RXN SMILES: [NH2:1][C@@H:2]([CH3:34])[C:3]([NH:5][C:6]1[CH:7]=[C:8]([NH:12][C:13]([C:15]2[C:16]([NH:30][CH2:31][CH2:32][CH3:33])=[N:17][C:18]([NH:21][CH2:22][CH2:23][C:24]3[CH:29]=[CH:28][N:27]=[CH:26][CH:25]=3)=[N:19][CH:20]=2)=[O:14])[CH:9]=[CH:10][CH:11]=1)=[O:4].Cl.[CH3:36][N:37]([CH3:44])[CH2:38]/[CH:39]=[CH:40]/[C:41](O)=[O:42].Cl.C(N=C=NCCCN(C)C)C.C(=O)([O-])O.[Na+]>CN(C)C=O.C(N(CC)CC)C.C(OCC)(=O)C>[CH3:36][N:37]([CH3:44])[CH2:38]/[CH:39]=[CH:40]/[C:41]([NH:1][C@@H:2]([CH3:34])[C:3]([NH:5][C:6]1[CH:7]=[C:8]([NH:12][C:13]([C:15]2[C:16]([NH:30][CH2:31][CH2:32][CH3:33])=[N:17][C:18]([NH:21][CH2:22][CH2:23][C:24]3[CH:25]=[CH:26][N:27]=[CH:28][CH:29]=3)=[N:19][CH:20]=2)=[O:14])[CH:9]=[CH:10][CH:11]=1)=[O:4])=[O:42] |f:1.2,3.4,5.6|. Reported procedure: To a solution of (S)—N-(3-(2-aminopropanamido)phenyl)-4-(propylamino)-2-((2-(pyridin-4-yl)ethyl)amino)pyrimidine-5-carboxamide (A6, 21 mg), 4-dimethylaminocrotonic acid hydrochloride (16 mg) and 1-ethyl-3-(3-dimethylaminopropyl)carbodiimide hydrochloride (38 mg) in N,N-dimethylformamide (2 mL), triethylamine (40 μL) was added at room temperature, and the mixture was stirred at 50° C. for 30 minutes. The reaction mixture was cooled to room temperature, and then saturated aqueous sodium hydrogenca... Starting materials: N1=CC=CC=C1 (pyridine), C(C)OC(C(C#N)N)=O (aminocyanacetic acid ethyl ester), COCC(=O)Cl (Methoxy-acetyl chloride). Solvent: ClCCl (dichloromethane). Conditions: temperature 0 celsius, time 5 minute. Yields the product C(C)OC(C(NC(COC)=O)C#N)=O (cyano-(2-methoxy-acetylamino)-acetic acid ethyl ester). The yield is 66.6%. As a reaction SMILES: [CH2:1]([O:3][C:4](=[O:9])[CH:5]([NH2:8])[C:6]#[N:7])[CH3:2].N1C=CC=CC=1.[CH3:16][O:17][CH2:18][C:19](Cl)=[O:20]>ClCCl>[CH2:1]([O:3][C:4](=[O:9])[CH:5]([C:6]#[N:7])[NH:8][C:19](=[O:20])[CH2:18][O:17][CH3:16])[CH3:2]. Procedure details: A solution of aminocyanacetic acid ethyl ester (1.00 g, 7.80 mmol) in dichloromethane (15.00 ml) was cooled to 0° C. and treated with pyridine (0.62 g, 7.80 mmol). Methoxy-acetyl chloride (0.85 g, 7.80 mmol) was added dropwise during 15 min. The mixture was stirred for 5 min at 0° C., then warmed to room temperature and stirred for 10 min. The volatiles were evaporated, and the residue was redissolved in dichloromethane and washed twice with water. The organic layer was dried with sodium sulphat... Yields the product C1(CC1)COC1=C(C=CC(=C1)F)C=1C2=C(N=CN1)C(=C(N2)C)C(=O)N[C@H]2CN(CC2)C(CC)=O (4-[2-(Cyclopropylmethoxy)-4-fluorophenyl]-6-methyl-N-[(3R)-1-propanoylpyrrolidin-3-yl]-5H-pyrrolo[3,2-d]pyrimidine-7-carboxamide). As a reaction SMILES: Cl.[CH:2]1([CH2:5][O:6][C:7]2[CH:12]=[C:11]([F:13])[CH:10]=[CH:9][C:8]=2[C:14]2[C:15]3[NH:22][C:21]([CH3:23])=[C:20]([C:24]([NH:26][C@@H:27]4[CH2:31][CH2:30][NH:29][CH2:28]4)=[O:25])[C:16]=3[N:17]=[CH:18][N:19]=2)[CH2:4][CH2:3]1.[C:32](Cl)(=[O:35])[CH2:33][CH3:34]>>[CH:2]1([CH2:5][O:6][C:7]2[CH:12]=[C:11]([F:13])[CH:10]=[CH:9][C:8]=2[C:14]2[C:15]3[NH:22][C:21]([CH3:23])=[C:20]([C:24]([NH:26][C@@H:27]4[CH2:31][CH2:30][N:29]([C:32](=[O:35])[CH2:33][CH3:34])[CH2:28]4)=[O:25])[C:16]=3[N:17]=[CH:18][N:19]=2)[CH2:4][CH2:3]1 |f:0.1|. Procedure: Starting from 4-[2-(cyclopropylmethoxy)-4-fluorophenyl]-6-methyl-N-[(3R)-pyrrolidin-3-yl]-5H-pyrrolo[3,2-d]pyrimidine-7-carboxamide hydrochloride (example D.f9) and commercially available propionyl chloride the title compound is obtained as colorless solid. Starting materials: Cl.C1(CC1)COC1=C(C=CC(=C1)F)C=1C2=C(N=CN1)C(=C(N2)C)C(=O)N[C@H]2CNCC2 (4-[2-(cyclopropylmethoxy)-4-fluorophenyl]-6-methyl-N-[(3R)-pyrrolidin-3-yl]-5H-pyrrolo[3,2-d]pyrimidine-7-carboxamide hydrochloride), C(CC)(=O)Cl (propionyl chloride).